From a dataset of the Open Reaction Database (ORD), a public repository of structured organic reaction records. describe an organic reaction: reactants, conditions, products, and yield Reactants: CO, C=Cn1cnc2c(Cl)ncnc21, N, O. Product: C=Cn1cnc2c(N)ncnc21. As a reaction SMILES: [CH3:13][OH:14].[Cl:1][c:2]1[c:3]2[n:4][cH:5][n:6]([CH:11]=[CH2:12])[c:7]2[n:8][cH:9][n:10]1.[NH3:15].[OH2:16]>>[c:2]1([NH2:15])[c:3]2[n:4][cH:5][n:6]([CH:11]=[CH2:12])[c:7]2[n:8][cH:9][n:10]1. Starting materials: BrBr (Bromine), C(C)(C)(C)OC(=O)N1[C@@H](CN(CC1)C1=NC=CC=C1C(F)(F)F)C ((2R)-2-Methyl-4-(3-trifluoromethyl-pyridin-2-yl)-piperazine-1-carboxylic acid tert-butyl ester). Reaction SMILES: [Br:1]Br.[C:3]([O:7][C:8]([N:10]1[CH2:15][CH2:14][N:13]([C:16]2[C:21]([C:22]([F:25])([F:24])[F:23])=[CH:20][CH:19]=[CH:18][N:17]=2)[CH2:12][C@H:11]1[CH3:26])=[O:9])([CH3:6])([CH3:5])[CH3:4]>ClCCl>[C:3]([O:7][C:8]([N:10]1[CH2:15][CH2:14][N:13]([C:16]2[C:21]([C:22]([F:25])([F:23])[F:24])=[CH:20][C:19]([Br:1])=[CH:18][N:17]=2)[CH2:12][C@H:11]1[CH3:26])=[O:9])([CH3:6])([CH3:4])[CH3:5]. Yields the product C(C)(C)(C)OC(=O)N1[C@@H](CN(CC1)C1=NC=C(C=C1C(F)(F)F)Br)C ((2R)-4-(5-Bromo-3-trifluoromethyl-pyridin-2-yl)-2-methyl-piperazine-1-carboxylic acid tert-butyl ester). The solvent is ClCCl (dichloromethane). Reported procedure: Bromine (1.52 mL, 29.7 mmol, Aldrich) was added dropwise over a period of 5 min to a solution (2R)-2-methyl-4-(3-trifluoromethyl-pyridin-2-yl)-piperazine-1-carboxylic acid tert-butyl ester from step (b) above (9.34 g, 27 mmol) in dichloromethane (100 mL) with stirring at room temperature. The mixture was stirred at room temperature for 30 min, the solvent was removed in vacuo and the residue was dissolved in EtOAc (200 mL). The solution was washed with sat. NaHCO3 (50 mL) and brine (50 mL), drie... Starting materials: CN (Methylamine), C(#N)C1=CC(=C(C=C1)C1N(C(N(C=2CCCC(C12)=O)C1=CC(=CC=C1)C(F)(F)F)=O)C(=O)OC1=CC=C(C=C1)[N+](=O)[O-])S(=O)(=O)C (4-nitrophenyl 4-(4-cyano-2-(methylsulfonyl)phenyl)-2,5-dioxo-1-(3-(trifluoromethyl)phenyl)-1,2,5,6,7,8-hexahydroquinazoline-3(4H)-carboxylate), C(#N)C1=CC(=C(C=C1)C1N(C(N(C=2CCCC(C12)=O)C1=CC(=CC=C1)C(F)(F)F)=O)C(=O)OC1=CC=C(C=C1)[N+](=O)[O-])S(=O)(=O)C (4-nitrophenyl 4-(4-cyano-2-(methylsulfonyl)phenyl)-2,5-dioxo-1-(3-(trifluoromethyl)phenyl)-1,2,5,6,7,8-hexahydroquinazoline-3(4H)-carboxylate). The solvent is C(C)#N (acetonitrile). Conditions: time 20 minute. Yields the product C(#N)C1=CC(=C(C=C1)C1N(C(N(C=2CCCC(C12)=O)C1=CC(=CC=C1)C(F)(F)F)=O)C(=O)NC)S(=O)(=O)C (4-(4-Cyano-2-(methylsulfonyl)phenyl)-N-methyl-2,5-dioxo-1-(3-(trifluoromethyl)-phenyl)-1,2,5,6,7,8-hexahydroquinazoline-3(4H)-carboxamide). Reaction SMILES: [CH3:1][NH2:2].[C:3]([C:5]1[CH:10]=[CH:9][C:8]([CH:11]2[C:20]3[C:19](=[O:21])[CH2:18][CH2:17][CH2:16][C:15]=3[N:14]([C:22]3[CH:27]=[CH:26][CH:25]=[C:24]([C:28]([F:31])([F:30])[F:29])[CH:23]=3)[C:13](=[O:32])[N:12]2[C:33](OC2C=CC([N+]([O-])=O)=CC=2)=[O:34])=[C:7]([S:45]([CH3:48])(=[O:47])=[O:46])[CH:6]=1)#[N:4]>C(#N)C>[C:3]([C:5]1[CH:10]=[CH:9][C:8]([CH:11]2[C:20]3[C:19](=[O:21])[CH2:18][CH2:17][CH2:16][C:15]=3[N:14]([C:22]3[CH:27]=[CH:26][CH:25]=[C:24]([C:28]([F:29])([F:31])[F:30])[CH:23]=3)[C:13](=[O:32])[N:12]2[C:33]([NH:2][CH3:1])=[O:34])=[C:7]([S:45]([CH3:48])(=[O:46])=[O:47])[CH:6]=1)#[N:4]. Procedure: Methylamine (2.0 M in tetrahydrofuran, 69 μL, 138 μmol) is added to a solution of 4-nitrophenyl 4-(4-cyano-2-(methylsulfonyl)phenyl)-2,5-dioxo-1-(3-(trifluoromethyl)phenyl)-1,2,5,6,7,8-hexahydroquinazoline-3(4H)-carboxylate (intermediate 38, 30 mg, 46 μmol) in acetonitrile (1 mL). The mixture is stirred at room temperature for 20 min and purified by reversed phase HPLC (Agilent ZORBAX™ SB-C18, gradient of acetonitrile in water, 0.15% formic acid). Yield: 22 mg; ESI mass spectrum M+H]+=547, Reten... Reactants: Cn1ccnc1Br, [Na+], [OH-], OC1CCNCC1. The product is Cn1ccnc1N1CCC(O)CC1. RXN SMILES: [CH3:1][n:2]1[c:3]([Br:7])[n:4][cH:5][cH:6]1.[Na+:16].[OH-:15].[OH:8][CH:9]1[CH2:10][CH2:11][NH:12][CH2:13][CH2:14]1>>[CH3:1][n:2]1[c:3]([N:12]2[CH2:11][CH2:10][CH:9]([OH:8])[CH2:14][CH2:13]2)[n:4][cH:5][cH:6]1. Isolated yield 77.5%. RXN SMILES: [C:1]([N:9]1[CH2:14][CH2:13][CH2:12][CH2:11][CH:10]1[CH3:15])(=[O:8])[C:2]1[CH:7]=[CH:6][CH:5]=[CH:4][CH:3]=1.F[B-](F)(F)F.[CH3:21][OH:22]>>[C:1]([N:9]1[CH:14]([O:22][CH3:21])[CH2:13][CH2:12][CH2:11][CH:10]1[CH3:15])(=[O:8])[C:2]1[CH:7]=[CH:6][CH:5]=[CH:4][CH:3]=1. Reactants: C(C1=CC=CC=C1)(=O)N1C(CCCC1)C (1-benzoyl-2-methylpiperidine), CO (methanol), C(C1=CC=CC=C1)(=O)N1C(CCCC1)C (1-benzoyl-2-methylpiperidine), F[B-](F)(F)F (tetrafluoroborate). Reported procedure: In the same manner as in Example 5, there are electrolyzed 43.8 g of 1-benzoyl-2-methylpiperidine and 60.2 g of methanol in the presence of 0.3 of tertramethylammonium tetrafluoroborate as conducting salt. After throughput of 2.5 Faraday per mol of 1-benzoyl-2-methylpiperidine the current is switched off. After work-up of the electrolysis solution, 39.0 g of 1-benzoyl-2-methyl-6-methoxypiperidine (boiling point 78°-81° C./0.1 mm Hg; nD25 = 1.5340) are obtained which corresponds to a product yiel... The product is C(C1=CC=CC=C1)(=O)N1C(CCCC1OC)C (1-benzoyl-2-methyl-6-methoxypiperidine), product. Yields the product CC(C(=O)N1N=C(C=C1)C1=CC=C(C=C1)OC1=CC=CC=C1)C (2-Methyl-1-[3-(4-phenoxyphenyl)-1H-pyrazol-1-yl]-propan-1-one). Run at time 30 minute. The reactants are O(C1=CC=CC=C1)C1=CC=C(C=C1)C1=NNC=C1 (3-(4-phenoxyphenyl)-1H-pyrazole), [H-].[Na+] (NaH), C(C(C)C)(=O)Cl (isobutyryl chloride). Reported procedure: A mixture of 3-(4-phenoxyphenyl)-1H-pyrazole (123 mg, 0.52 mmol) and NaH (28 mg, 0.70 mmol) in 5 mL of DMF was stirred at room temperature for 30 minutes. Neat isobutyryl chloride (80 μL, 0.75 mmol) was added and the reaction was stirred at room temperature. The reaction was then partitioned between water and EtOAc. The aqueous layer was extracted twice with EtOAc and the pooled organic layers were dried (Na2SO4), filtered and concentrated in vacuo. Column chromatography (5% EtOAc/hexane) gave 1... The yield is 79.7%. Run in CN(C)C=O (DMF). Reaction SMILES: [O:1]([C:8]1[CH:13]=[CH:12][C:11]([C:14]2[CH:18]=[CH:17][NH:16][N:15]=2)=[CH:10][CH:9]=1)[C:2]1[CH:7]=[CH:6][CH:5]=[CH:4][CH:3]=1.[H-].[Na+].[C:21](Cl)(=[O:25])[CH:22]([CH3:24])[CH3:23]>CN(C=O)C>[CH3:23][CH:22]([CH3:24])[C:21]([N:16]1[CH:17]=[CH:18][C:14]([C:11]2[CH:12]=[CH:13][C:8]([O:1][C:2]3[CH:3]=[CH:4][CH:5]=[CH:6][CH:7]=3)=[CH:9][CH:10]=2)=[N:15]1)=[O:25] |f:1.2|.